Task: describe an organic reaction: reactants, conditions, products, and yield. Dataset: the Open Reaction Database (ORD), a public repository of structured organic reaction records The reactants are CC(=O)OC1CSC(Oc2cncc(Br)c2)C(OC(C)=O)C1OC(C)=O, COc1c(C)cc(B(O)O)cc1C. Yields the product COc1c(C)cc(-c2cncc(OC3SCC(OC(C)=O)C(OC(C)=O)C3OC(C)=O)c2)cc1C. RXN SMILES: [C:1]([CH3:2])(=[O:3])[O:4][CH:5]1[CH:6]([O:7][c:8]2[cH:9][n:10][cH:11][c:12]([Br:14])[cH:13]2)[S:15][CH2:16][CH:17]([O:23][C:24]([CH3:25])=[O:26])[CH:18]1[O:19][C:20]([CH3:21])=[O:22].[CH3:27][c:28]1[cH:29][c:30]([B:37]([OH:38])[OH:39])[cH:31][c:32]([CH3:36])[c:33]1[O:34][CH3:35]>>[C:1]([CH3:2])(=[O:3])[O:4][CH:5]1[CH:6]([O:7][c:8]2[cH:9][n:10][cH:11][c:12](-[c:30]3[cH:29][c:28]([CH3:27])[c:33]([O:34][CH3:35])[c:32]([CH3:36])[cH:31]3)[cH:13]2)[S:15][CH2:16][CH:17]([O:23][C:24]([CH3:25])=[O:26])[CH:18]1[O:19][C:20]([CH3:21])=[O:22]. The reactants are FC(C=1C=C(COCC(CCN(C(C(F)(F)F)=O)C)(C2=CC=CC=C2)O)C=C(C1)C(F)(F)F)(F)F (N-(4-(3,5-bis(trifluoromethyl)benzyloxy)-3-hydroxy-3-phenylbutyl)-2,2,2-trifluoro-N-methylacetamide), CO (methanol). Solvent: N (ammonia). Conditions: time 1 hour. Yields the product CN (mono-methyl amine), C(=O)(C(F)(F)F)O (TFA). RXN SMILES: FC(F)(F)C1C=C(C=C(C(F)(F)F)C=1)COCC(O)(C1C=CC=CC=1)C[CH2:11][N:12](C)[C:13](=[O:18])[C:14]([F:17])([F:16])[F:15].C[OH:37]>N>[CH3:11][NH2:12].[C:13]([OH:18])([C:14]([F:17])([F:16])[F:15])=[O:37]. Procedure: N-(4-(3,5-bis(trifluoromethyl)benzyloxy)-3-hydroxy-3-phenylbutyl)-2,2,2-trifluoro-N-methylacetamide (7.5 mg, 0.015 mmol) was dissolved in excess ammonia in methanol (2 M, 2 ml) and stirred at room temperature for 1 hour. The solution was concentrated, and the residue was purified by preparative HPLC and to give mono-methyl amine as a TFA salt. 1H NMR (500 MHz, MeOH) δ ppm 7.69 (s, 2H) 7.68 (s, 1H) 7.31–7.38 (m, 2 H) 7.19–7.25 (m, 2 H) 7.14 (t, J=6.71 Hz, 1 H) 4.49–4.56 (m, 2 H) 3.60–3.64 (m, 1 H... Starting materials: CCCc1c(Cc2ccc(-c3ccccc3C#N)cc2)c(=O)n(C2CCC(O[Si](C)(C)C(C)(C)C)CC2)c2ccnn12, O=C([O-])O, CCOC(C)=O, CC#N, F[N+]12CC[N+](CCl)(CC1)CC2, F[B-](F)(F)F, F[B-](F)(F)F, [Na+]. Product: CCCc1c(Cc2ccc(-c3ccccc3C#N)cc2)c(=O)n(C2CCC(O[Si](C)(C)C(C)(C)C)CC2)c2c(F)cnn12. As a reaction SMILES: [C:1]([CH3:2])([CH3:3])([CH3:4])[Si:5]([O:6][CH:7]1[CH2:8][CH2:9][CH:10]([n:13]2[c:14]3[n:15]([c:16]([CH2:35][CH2:36][CH3:37])[c:17]([CH2:20][c:21]4[cH:22][cH:23][c:24](-[c:27]5[c:28]([C:33]#[N:34])[cH:29][cH:30][cH:31][cH:32]5)[cH:25][cH:26]4)[c:18]2=[O:19])[n:38][cH:39][cH:40]3)[CH2:11][CH2:12]1)([CH3:41])[CH3:42].[C:70](=[O:71])([O-:72])[OH:73].[CH3:64][CH2:65][O:66][C:67](=[O:68])[CH3:69].[CH3:75][C:76]#[N:77].[Cl:53][CH2:54][N+:55]12[CH2:56][CH2:57][N+:58]([F:59])([CH2:60][CH2:61]1)[CH2:62][CH2:63]2.[F:43][B-:44]([F:45])([F:46])[F:47].[F:48][B-:49]([F:50])([F:51])[F:52].[Na+:74]>>[C:1]([CH3:2])([CH3:3])([CH3:4])[Si:5]([O:6][CH:7]1[CH2:8][CH2:9][CH:10]([n:13]2[c:14]3[n:15]([c:16]([CH2:35][CH2:36][CH3:37])[c:17]([CH2:20][c:21]4[cH:22][cH:23][c:24](-[c:27]5[c:28]([C:33]#[N:34])[cH:29][cH:30][cH:31][cH:32]5)[cH:25][cH:26]4)[c:18]2=[O:19])[n:38][cH:39][c:40]3[F:43])[CH2:11][CH2:12]1)([CH3:41])[CH3:42]. Starting materials: CC(C[C@@H](C(=O)O)[C@@H](C)O)C ((2R,3R)-2-(2-Methyl-1-propyl)-3-hydroxybutanoic acid), O1C(CCCC1)ON (2-tetrahydropyranyloxyamine), C(CCl)Cl (EDC). Solvent: ClCCl (dichloromethane). Yields the product O1C(CCCC1)ONC([C@@H]([C@@H](CCC)O)CC(C)C)=O ((2R,3R)-2-(2-methyl-1-propyl)-3-hydroxyhexanoic acid 2-tetrahydropyranyloxyamide). The yield is 49.8%. Reaction SMILES: [CH3:1][CH:2]([CH3:11])[CH2:3][C@H:4]([C@H:8]([OH:10])[CH3:9])[C:5]([OH:7])=O.[O:12]1[CH2:17][CH2:16][CH2:15][CH2:14][CH:13]1[O:18][NH2:19].[CH2:20](Cl)[CH2:21]Cl>ClCCl>[O:12]1[CH2:17][CH2:16][CH2:15][CH2:14][CH:13]1[O:18][NH:19][C:5](=[O:7])[C@H:4]([CH2:3][CH:2]([CH3:1])[CH3:11])[C@H:8]([OH:10])[CH2:9][CH2:20][CH3:21]. Reported procedure: (2R,3R)-2-(2-Methyl-1-propyl)-3-hydroxybutanoic acid (6.6 g, 41.2 mmol) and 5.3 g (45.3 mmol) of 2-tetrahydropyranyloxyamine are stirred in 60 mL of dichloromethane as 8.7 g (45.3 mmol) of EDC is added. After 4 h at 25° C. the reaction mixture is partitioned between 1 N aqueous hydrochloric acid and dichloromethane and the organics are washed with saturated aqueous sodium bicarbonate. The organics are dried over magnesium sulfate and concentrated under reduced pressure to afford 5.9 g (55%) of (... Run at time 1 hour. Yields the product BrC=1C=C(C=CC1)NC1=C(C=NC2=CC(=C(C=C12)NC(C=C)=O)OC)C#N (N-[4-[(3-Bromophenyl)amino]-3-cyano-7-methoxy -6-quinolinyl]-2-propenamide). Yield: 29.1%. Starting materials: NC=1C=C2C(=C(C=NC2=CC1OC)C#N)NC1=CC(=CC=C1)Br (6-Amino-4-[(3-bromophenyl)amino]-7-methoxy-3-quinolinecarbonitrile), CN1CCOCC1 (N-methylmorpholine), C(C=C)(=O)Cl (acryloyl chloride). As a reaction SMILES: [NH2:1][C:2]1[CH:3]=[C:4]2[C:9](=[CH:10][C:11]=1[O:12][CH3:13])[N:8]=[CH:7][C:6]([C:14]#[N:15])=[C:5]2[NH:16][C:17]1[CH:22]=[CH:21][CH:20]=[C:19]([Br:23])[CH:18]=1.CN1CCOCC1.[C:31](Cl)(=[O:34])[CH:32]=[CH2:33]>O1CCCC1.C(OCC)(=O)C>[Br:23][C:19]1[CH:18]=[C:17]([NH:16][C:5]2[C:4]3[C:9](=[CH:10][C:11]([O:12][CH3:13])=[C:2]([NH:1][C:31](=[O:34])[CH:32]=[CH2:33])[CH:3]=3)[N:8]=[CH:7][C:6]=2[C:14]#[N:15])[CH:22]=[CH:21][CH:20]=1. The solvent is C(C)(=O)OCC (ethyl acetate), O1CCCC1 (tetrahydrofuran). Procedure: To a solution of 1.5 g (4.06 mmol) of 6-Amino-4-[(3-bromophenyl)amino]-7-methoxy-3-quinolinecarbonitrile and 0.45 ml of N-methylmorpholine in 30 ml of tetrahydrofuran was added at 0° C., under nitrogen, with stirring, 0.42 g (4.7 mmol) of acryloyl chloride of a 15 minute period. After 1 hour at 0° C., the solution was diluted with 200 ml ethyl acetate. The mixture was washed with saturated sodium bicarbonate solution and then dried over magnesium sulfate. The solvent was removed. The residue was... The reactants are COC1=C(C=CC2=C(C(=CC=C12)Br)OC)Br (1,5-Dimethoxy-2,6-dibromonaphthalene), S1C=CC=C1 (thiophene), resultant mixture. The reagents and catalysts are C=1C=CC(=CC1)[P](C=2C=CC=CC2)(C=3C=CC=CC3)[Pd]([P](C=4C=CC=CC4)(C=5C=CC=CC5)C=6C=CC=CC6)([P](C=7C=CC=CC7)(C=8C=CC=CC8)C=9C=CC=CC9)[P](C=1C=CC=CC1)(C=1C=CC=CC1)C=1C=CC=CC1 (Pd(PPh3)4). Solvent: petroleum ether, C1(=CC=CC=C1)C (toluene). The product is COC1=C(C=CC2=C(C(=CC=C12)C=1SC=CC1)OC)C=1SC=CC1 (1,5-dimethoxy-2,6-Bis(2-thienyl)naphthalene). Yield: 95.0%. RXN SMILES: [CH3:1][O:2][C:3]1[C:12]2[C:7](=[C:8]([O:14][CH3:15])[C:9](Br)=[CH:10][CH:11]=2)[CH:6]=[CH:5][C:4]=1Br.[S:17]1[CH:21]=[CH:20][CH:19]=[CH:18]1>C1(C)C=CC=CC=1.C1C=CC([P]([Pd]([P](C2C=CC=CC=2)(C2C=CC=CC=2)C2C=CC=CC=2)([P](C2C=CC=CC=2)(C2C=CC=CC=2)C2C=CC=CC=2)[P](C2C=CC=CC=2)(C2C=CC=CC=2)C2C=CC=CC=2)(C2C=CC=CC=2)C2C=CC=CC=2)=CC=1>[CH3:1][O:2][C:3]1[C:12]2[C:7](=[C:8]([O:14][CH3:15])[C:9]([C:18]3[S:17][CH:21]=[CH:20][CH:19]=3)=[CH:10][CH:11]=2)[CH:6]=[CH:5][C:4]=1[C:18]1[S:17][CH:21]=[CH:20][CH:19]=1 |^1:32,34,53,72|. Procedure: 1,5-Dimethoxy-2,6-dibromonaphthalene (1.00 g., 0.0029 mol.) and 2-tributylstannyl)thiophene (4.314 g., 0.0116 mol.) were dissolved in 100 mL dry toluene in argon atmosphere. Pd(PPh3)4 (100 mg.) was introduced into the reaction flask using a Schlénk tube under argon. The resultant mixture was subsequently refluxed for 18 hrs. The brownish black solution was cooled and poured into 300 mL of petroleum ether to afford crude yellow solid. Upon recrystallization from CH2Cl2:petroleum ether (1:5), the ... Isolated yield 42.6%. The solvent is C(C)#N (acetonitrile). Procedure details: A mixture was prepared by admixing, with stirring, 20 grams (g) (0.11 mole (m)) of 3,5-dichloro-6-fluoro-2-pyridinol, 16 g (0.116 m) of potassium carbonate, 0.2 g of mercuric chloride and 250 milliliters (ml) of acetonitrile. To this mixture, with stirring, was added dropwise 16 g (0.1 m) of O,O-dimethyl phosphorochloridothioate. After the addition was complete, the mixture was stirred for an additional 0.5 hour and then heated to about 50° C., with stirring, for 2 hours. The reaction mixture wa... Reaction conditions: temperature 50 celsius. Yields the product P(OC)(OC)(OC1=NC(=C(C=C1Cl)Cl)F)=S (O,O-dimethyl O-(3,5-dichloro-6-fluoro-2-pyridinyl) phosphorothioate). As a reaction SMILES: [Cl:1][C:2]1[C:3]([OH:10])=[N:4][C:5]([F:9])=[C:6]([Cl:8])[CH:7]=1.C(=O)([O-])[O-].[K+].[K+].[P:17](=[S:23])(Cl)([O:20][CH3:21])[O:18][CH3:19]>C(#N)C>[P:17](=[S:23])([O:10][C:3]1[C:2]([Cl:1])=[CH:7][C:6]([Cl:8])=[C:5]([F:9])[N:4]=1)([O:20][CH3:21])[O:18][CH3:19] |f:1.2.3|. Reactants: ClC=1C(=NC(=C(C1)Cl)F)O (3,5-dichloro-6-fluoro-2-pyridinol), P(OC)(OC)(Cl)=S (O,O-dimethyl phosphorochloridothioate), C([O-])([O-])=O.[K+].[K+] (potassium carbonate), mercuric chloride. Reactants: CCOC(=O)c1cccc(-c2nnn(COCc3ccccc3)n2)c1, C1CCOC1, Cl, [Li+], [OH-]. Yields the product O=C(O)c1cccc(-c2nnn(COCc3ccccc3)n2)c1. RXN SMILES: [CH2:1]([c:2]1[cH:3][cH:4][cH:5][cH:6][cH:7]1)[O:8][CH2:9][n:10]1[n:11][c:12](-[c:15]2[cH:16][c:17]([C:18](=[O:19])[O:20][CH2:21][CH3:22])[cH:23][cH:24][cH:25]2)[n:13][n:14]1.[CH2:29]1[O:30][CH2:31][CH2:32][CH2:33]1.[ClH:28].[Li+:26].[OH-:27]>>[CH2:1]([c:2]1[cH:3][cH:4][cH:5][cH:6][cH:7]1)[O:8][CH2:9][n:10]1[n:11][c:12](-[c:15]2[cH:16][c:17]([C:18](=[O:19])[OH:20])[cH:23][cH:24][cH:25]2)[n:13][n:14]1. Reactants: C([O-])([O-])=O.[Na+].[Na+] (sodium carbonate), C1=CC=NC=C1.F (Pyridinium poly(hydrogen fluoride)), ClC=1CC2=C(C(=O)OC2=O)CC1 (4-chloro-3,6-dihydrophthalic anhydride), BrBr (Bromine). The solvent is C(Cl)Cl (methylene chloride), C(Cl)Cl (methylene chloride). Reaction conditions: time 6 hour. Yields the product BrC1C(CC2=C(C(=O)OC2=O)C1)(F)Cl (5-Bromo-4-chloro-4-fluoro-3,4,5,6-tetrahydrophthalic anhydride). As a reaction SMILES: C1C=CN=CC=1.[FH:7].[Cl:8][C:9]1[CH2:10][C:11]2[C:16](=[O:17])[O:15][C:13](=[O:14])[C:12]=2[CH2:18][CH:19]=1.[Br:20]Br.C(=O)([O-])[O-].[Na+].[Na+]>C(Cl)Cl>[Br:20][CH:19]1[CH2:18][C:12]2[C:13]([O:15][C:16](=[O:17])[C:11]=2[CH2:10][C:9]1([Cl:8])[F:7])=[O:14] |f:0.1,4.5.6|. Reported procedure: Pyridinium poly(hydrogen fluoride) was added to a solution of 4-chloro-3,6-dihydrophthalic anhydride (6.5 g) in methylene chloride (10.1 g) at room temperature. Bromine (3.1 g) was added. A violent reaction occurs. The solution was allowed to stand for 6 hours and then was poured into a two phase mixture of methylene chloride (30 ml) and solid sodium carbonate. The suspension was stirred for 10 minutes until bubbling stopped. The mixture was filtered and the methylene chloride removed under redu... Starting materials: [OH-].[K+] (KOH), C1(=CC=CC=C1)O (phenol), C(C)(=O)OCCCC(C)(Cl)N=NC(C)(C)C (4-t-Butylazo-4-chloropentyl acetate). The solvent is CO (methanol). Run at temperature 15 celsius, time 15 minute. The product is C(C)(C)(C)N=NC(CCCO)(C)OC1=CC=CC=C1 (4-t-Butylazo-4-phenoxypentyl alcohol). Yield: 78.7%. RXN SMILES: [OH-].[K+].[C:3]1([OH:9])[CH:8]=[CH:7][CH:6]=[CH:5][CH:4]=1.C([O:13][CH2:14][CH2:15][CH2:16][C:17]([N:20]=[N:21][C:22]([CH3:25])([CH3:24])[CH3:23])(Cl)[CH3:18])(=O)C>CO>[C:22]([N:21]=[N:20][C:17]([O:9][C:3]1[CH:8]=[CH:7][CH:6]=[CH:5][CH:4]=1)([CH3:18])[CH2:16][CH2:15][CH2:14][OH:13])([CH3:25])([CH3:24])[CH3:23] |f:0.1|. Procedure: To a solution of 1.72 grams (0.026 moles) of 85% KOH in 20 mls. of methanol in a 100 ml. 3-necked round bottom flask equipped with a magnetic stirrer and thermometer was added 2.44 grams (0.026 moles) of phenol. The reaction was stirred for 15 minutes at 15° C and then 6.25 grams (0.025 moles) of the chloro compound prepared in step B was added dropwise over 20 minutes. The reaction was stirred an additional 30 minutes at room temperature. A sample was withdrawn and checked by infrared analysis ...